From a dataset of the Open Reaction Database (ORD), a public repository of structured organic reaction records. describe an organic reaction: reactants, conditions, products, and yield Reactants: [BH3-]C#N, CCCN(CCC)Cc1ccc(NCc2ccc(CNCc3ncc[nH]3)cc2)cc1, CO, CC(=O)O, [Na+], [Na+], [OH-], O=Cc1cc[nH]n1. The product is CCCN(CCC)Cc1ccc(NCc2ccc(CN(Cc3ccn[nH]3)Cc3ncc[nH]3)cc2)cc1. As a reaction SMILES: [C:38]([BH3-:39])#[N:40].[CH2:1]([CH2:2][CH3:3])[N:4]([CH2:5][CH2:6][CH3:7])[CH2:8][c:9]1[cH:10][cH:11][c:12]([NH:15][CH2:16][c:17]2[cH:18][cH:19][c:20]([CH2:23][NH:24][CH2:25][c:26]3[nH:27][cH:28][cH:29][n:30]3)[cH:21][cH:22]2)[cH:13][cH:14]1.[CH3:44][OH:45].[CH3:46][C:47](=[O:48])[OH:49].[Na+:41].[Na+:43].[OH-:42].[nH:31]1[n:32][c:33]([CH:36]=[O:37])[cH:34][cH:35]1>>[CH2:1]([CH2:2][CH3:3])[N:4]([CH2:5][CH2:6][CH3:7])[CH2:8][c:9]1[cH:10][cH:11][c:12]([NH:15][CH2:16][c:17]2[cH:18][cH:19][c:20]([CH2:23][N:24]([CH2:25][c:26]3[n:27][cH:28][cH:29][nH:30]3)[CH2:36][c:33]3[nH:32][n:31][cH:35][cH:34]3)[cH:21][cH:22]2)[cH:13][cH:14]1. Procedure details: In analogy to example 36 step C) the desired racemic mixture of (2S,4S)-2-hydroxymethyl-1-(toluene-4-sulfonyl)-piperidine-4-carboxylic acid (4-trifluoromethoxy-phenyl)-amide and (2R,4R)-2-hydroxymethyl-1-(toluene-4-sulfonyl)-piperidine-4-carboxylic acid (4-trifluoromethoxy-phenyl)-amide (0.09 g) was obtained from the reaction of a racemic mixture of (2S,4S)-1-(toluene-4-sulfonyl)-4-(4-trifluoromethoxy-phenylcarbamoyl)-piperidine-2-carboxylic acid and (2R,4R)-1-(toluene-4-sulfonyl)-4-(4-trifluoro... The product is FC(OC1=CC=C(C=C1)NC(=O)[C@H]1C[C@@H](N(CC1)S(=O)(=O)C1=CC=C(C=C1)C)CO)(F)F ((2R,4R)-2-hydroxymethyl-1-(toluene-4-sulfonyl)-piperidine-4-carboxylic acid (4-trifluoromethoxy-phenyl)-amide), C1(=CC=C(C=C1)S(=O)(=O)N1[C@H](C[C@@H](CC1)C(NC1=CC=C(C=C1)OC(F)(F)F)=O)C(=O)O)C ((2R,4R)-1-(toluene-4-sulfonyl)-4-(4-trifluoromethoxy-phenylcarbamoyl)-piperidine-2-carboxylic acid). The reactants are C1(=CC=C(C=C1)S(=O)(=O)N1[C@@H](C[C@H](CC1)C(NC1=CC=C(C=C1)OC(F)(F)F)=O)C(=O)O)C ((2S,4S)-1-(toluene-4-sulfonyl)-4-(4-trifluoromethoxy-phenylcarbamoyl)-piperidine-2-carboxylic acid), B.C1CCOC1 (borane THF), FC(OC1=CC=C(C=C1)NC(=O)[C@@H]1C[C@H](N(CC1)S(=O)(=O)C1=CC=C(C=C1)C)CO)(F)F ((2S,4S)-2-hydroxymethyl-1-(toluene-4-sulfonyl)-piperidine-4-carboxylic acid (4-trifluoromethoxy-phenyl)-amide). As a reaction SMILES: [F:1][C:2]([F:32])([F:31])[O:3][C:4]1[CH:9]=[CH:8][C:7]([NH:10][C:11]([C@H:13]2[CH2:18][CH2:17][N:16]([S:19]([C:22]3[CH:27]=[CH:26][C:25]([CH3:28])=[CH:24][CH:23]=3)(=[O:21])=[O:20])[C@H:15]([CH2:29][OH:30])[CH2:14]2)=[O:12])=[CH:6][CH:5]=1.[C:33]1([CH3:65])[CH:38]=[CH:37][C:36]([S:39]([N:42]2[CH2:47][CH2:46][C@H:45]([C:48](=[O:61])[NH:49][C:50]3[CH:55]=[CH:54][C:53]([O:56][C:57]([F:60])([F:59])[F:58])=[CH:52][CH:51]=3)[CH2:44][C@H:43]2[C:62]([OH:64])=[O:63])(=[O:41])=[O:40])=[CH:35][CH:34]=1.B.C1COCC1>>[F:32][C:2]([F:1])([F:31])[O:3][C:4]1[CH:5]=[CH:6][C:7]([NH:10][C:11]([C@@H:13]2[CH2:18][CH2:17][N:16]([S:19]([C:22]3[CH:23]=[CH:24][C:25]([CH3:28])=[CH:26][CH:27]=3)(=[O:21])=[O:20])[C@@H:15]([CH2:29][OH:30])[CH2:14]2)=[O:12])=[CH:8][CH:9]=1.[C:33]1([CH3:65])[CH:34]=[CH:35][C:36]([S:39]([N:42]2[CH2:47][CH2:46][C@@H:45]([C:48](=[O:61])[NH:49][C:50]3[CH:55]=[CH:54][C:53]([O:56][C:57]([F:60])([F:59])[F:58])=[CH:52][CH:51]=3)[CH2:44][C@@H:43]2[C:62]([OH:64])=[O:63])(=[O:41])=[O:40])=[CH:37][CH:38]=1 |f:2.3|. The reactants are COC(=O)c1nc(Br)sc1C, C1CCOC1, CO. The product is Cc1sc(Br)nc1CO. Reaction SMILES: [Br:1][c:2]1[s:3][c:4]([CH3:11])[c:5]([C:7](=[O:8])[O:9][CH3:10])[n:6]1.[CH2:14]1[O:15][CH2:16][CH2:17][CH2:18]1.[CH3:12][OH:13]>>[Br:1][c:2]1[s:3][c:4]([CH3:11])[c:5]([CH2:7][OH:8])[n:6]1. Starting materials: CS(=O)(=O)OCC=CCOc1ccccc1, CC(C)(C)OC(=O)N1CCC(c2ccc(O)cc2)C(O)C1. Product: CC(C)(C)OC(=O)N1CCC(c2ccc(OCC=CCOc3ccccc3)cc2)C(O)C1. Reaction SMILES: [CH3:22][S:23]([O:24][CH2:27][CH:28]=[CH:29][CH2:30][O:31][c:32]1[cH:33][cH:34][cH:35][cH:36][cH:37]1)(=[O:25])=[O:26].[OH:1][CH:2]1[CH2:3][N:4]([C:15](=[O:16])[O:17][C:18]([CH3:19])([CH3:20])[CH3:21])[CH2:5][CH2:6][CH:7]1[c:8]1[cH:9][cH:10][c:11]([OH:14])[cH:12][cH:13]1>>[OH:1][CH:2]1[CH2:3][N:4]([C:15](=[O:16])[O:17][C:18]([CH3:19])([CH3:20])[CH3:21])[CH2:5][CH2:6][CH:7]1[c:8]1[cH:9][cH:10][c:11]([O:14][CH2:27][CH:28]=[CH:29][CH2:30][O:31][c:32]2[cH:33][cH:34][cH:35][cH:36][cH:37]2)[cH:12][cH:13]1. Starting materials: O[C@@H]1C[C@@H]2CC[C@H]3[C@@H]4CC[C@@H]([C@@]4(C)CC([C@@H]3[C@]2(CC1)C)=O)C(=O)OC (3β-Hydroxy-17β-methoxycarbonyl-5α-androstan-11-one), O (water), Cl (hydrochloric acid), C1(=CC=C(C=C1)S(=O)(=O)Cl)C (toluene-p-sulphonyl chloride), O (Water). The solvent is N1=CC=CC=C1 (pyridine). Conditions: time 4 day. Yields the product COC(=O)[C@@H]1[C@]2(C)[C@@H](CC1)[C@@H]1CC[C@H]3C[C@H](CC[C@]3(C)[C@H]1C(C2)=O)OS(=O)(=O)C2=CC=C(C=C2)C (17β-Methoxycarbonyl-3β-toluene-p-sulphonyloxy-5α-androstan-11-one). Reaction SMILES: [OH:1][C@H:2]1[CH2:19][CH2:18][C@@:17]2([CH3:20])[C@@H:4]([CH2:5][CH2:6][C@@H:7]3[C@@H:16]2[C:15](=[O:21])[CH2:14][C@@:12]2([CH3:13])[C@H:8]3[CH2:9][CH2:10][C@@H:11]2[C:22]([O:24][CH3:25])=[O:23])[CH2:3]1.[C:26]1([CH3:36])[CH:31]=[CH:30][C:29]([S:32](Cl)(=[O:34])=[O:33])=[CH:28][CH:27]=1.O.Cl>N1C=CC=CC=1>[CH3:25][O:24][C:22]([C@H:11]1[CH2:10][CH2:9][C@H:8]2[C@H:7]3[C@H:16]([C:15](=[O:21])[CH2:14][C@:12]12[CH3:13])[C@:17]1([CH3:20])[C@H:4]([CH2:3][C@@H:2]([O:1][S:32]([C:29]2[CH:30]=[CH:31][C:26]([CH3:36])=[CH:27][CH:28]=2)(=[O:34])=[O:33])[CH2:19][CH2:18]1)[CH2:5][CH2:6]3)=[O:23]. Procedure details: 3β-Hydroxy-17β-methoxycarbonyl-5α-androstan-11-one (4.75 g.) and toluene-p-sulphonyl chloride (5 g.) in pyridine (50 ml.) were allowed to stand at room temperature for four days. Water (10 ml.) was added, the resulting solution was stirred for an hour and was then poured into stirred water (1.1). The mixture was acidified with hydrochloric acid and the product collected, washed well with water and dried over sodium hydroxide in vacuo. Recrystallisation from chloroform/hexane containing a trace o... Starting materials: N=O (nitroxyl), C1=CCCCC1 (cyclohexene), B (borane), 4-hydroxy-2,2,6,6-tetramethyl-piperidine-1-oxyl, [OH-].[Na+] (sodium hydroxide). Reagents/catalysts: [N+](=O)([O-])[O-].[Ag+] (silver nitrate). Solvent: O1CCCC1 (tetrahydrofuran), O1CCCC1 (tetrahydrofuran), O (water). Run at temperature 40 celsius. The product is C1(CCCCC1)B(C1CCCCC1)C1CCCCC1 (Tricyclohexylborane). The yield is 98.7%. Reaction SMILES: [CH:1]1[CH2:6][CH2:5][CH2:4][CH2:3][CH:2]=1.[BH3:7].[OH-].[Na+].N=O>O1CCCC1.O.[N+]([O-])([O-])=O.[Ag+]>[CH:1]1([B:7]([CH:1]2[CH2:6][CH2:5][CH2:4][CH2:3][CH2:2]2)[CH:1]2[CH2:6][CH2:5][CH2:4][CH2:3][CH2:2]2)[CH2:6][CH2:5][CH2:4][CH2:3][CH2:2]1 |f:2.3,7.8|. Reported procedure: Into a solution of 2.85 g (35 mmol) of cyclohexene in 20 mL of tetrahydrofuran at ambient temperature under nitrogen is added dropwise 12.5 mL (12.5 mmol) of a 1M tetrahydrofuran solution of borane. During addition, reaction temperature is kept under 35° C. Reaction mixture, after addition, is then heated to 40° C. for 2 hours. After cooled to ambient temperature, the reaction is added dropwise into a suspension of 2.15 g (12.5 mmol) of 4-hydroxy-2,2,6,6-tetramethyl-piperidine-1-oxyl, 1.50 g (37...